Dataset: the Open Reaction Database (ORD), a public repository of structured organic reaction records. Task: describe an organic reaction: reactants, conditions, products, and yield Starting materials: CC(CO)C1(O)c2cc(Br)ccc2Oc2cnc(Cl)cc21, O=C([O-])O, C1CCOC1, CCOC(C)=O, C[Si](C)(C)N=[N+]=[N-]. Product: CC(CO)C1(N=[N+]=[N-])c2cc(Br)ccc2Oc2cnc(Cl)cc21. As a reaction SMILES: [Br:8][c:9]1[cH:10][c:11]2[c:21]([cH:22][cH:23]1)[O:20][c:14]1[c:13]([cH:18][c:17]([Cl:19])[n:16][cH:15]1)[C:12]2([OH:24])[CH:25]([CH2:26][OH:27])[CH3:28].[C:29](=[O:30])([OH:31])[O-:32].[CH2:39]1[O:40][CH2:41][CH2:42][CH2:43]1.[CH3:33][CH2:34][O:35][C:36]([CH3:37])=[O:38].[N:1](=[N+:2]=[N-:3])[Si:4]([CH3:5])([CH3:6])[CH3:7]>>[N:1](=[N+:2]=[N-:3])[C:12]1([CH:25]([CH2:26][OH:27])[CH3:28])[c:11]2[cH:10][c:9]([Br:8])[cH:23][cH:22][c:21]2[O:20][c:14]2[c:13]1[cH:18][c:17]([Cl:19])[n:16][cH:15]2. Reactants: CC(C)(C)OC(=O)N1CCC(c2cc(Br)c3c(N)ncnn23)CC1, O=C(Nc1ccccc1)c1cccc(B(O)O)c1. The product is CC(C)(C)OC(=O)N1CCC(c2cc(-c3cccc(C(=O)Nc4ccccc4)c3)c3c(N)ncnn23)CC1. Reaction SMILES: [NH2:1][c:2]1[n:3][cH:4][n:5][n:6]2[c:7]1[c:8]([Br:24])[cH:9][c:10]2[CH:11]1[CH2:12][CH2:13][N:14]([C:17](=[O:18])[O:19][C:20]([CH3:21])([CH3:22])[CH3:23])[CH2:15][CH2:16]1.[c:25]1([NH:31][C:32](=[O:33])[c:34]2[cH:35][c:36]([B:40]([OH:41])[OH:42])[cH:37][cH:38][cH:39]2)[cH:26][cH:27][cH:28][cH:29][cH:30]1>>[NH2:1][c:2]1[n:3][cH:4][n:5][n:6]2[c:7]1[c:8](-[c:36]1[cH:35][c:34]([C:32]([NH:31][c:25]3[cH:26][cH:27][cH:28][cH:29][cH:30]3)=[O:33])[cH:39][cH:38][cH:37]1)[cH:9][c:10]2[CH:11]1[CH2:12][CH2:13][N:14]([C:17](=[O:18])[O:19][C:20]([CH3:21])([CH3:22])[CH3:23])[CH2:15][CH2:16]1. Reactants: resultant mixture, CI (methyl iodide), Cl (HCl), C(C)(C)NC(C)C (diisopropylamine), solution, C(CCC)[Li] (n-butyllithium), C(#N)C1=CC=C2CC(C(C2=C1)=O)CCCCCCCC (6-cyano-2-octyl-indanone). The solvent is C1CCOC1 (THF), CCCCCC (hexane), C1CCOC1 (THF). Run at temperature -10 celsius, time 10 minute. Product: C(#N)C1=CC=C2CC(C(C2=C1)=O)(C)CCCCCCCC (6-cyano-2-octyl-2-methyl-1-indanone). Isolated yield 339.2%. As a reaction SMILES: [CH:1](NC(C)C)(C)C.C([Li])CCC.[C:13]([C:15]1[CH:23]=[C:22]2[C:18]([CH2:19][CH:20]([CH2:25][CH2:26][CH2:27][CH2:28][CH2:29][CH2:30][CH2:31][CH3:32])[C:21]2=[O:24])=[CH:17][CH:16]=1)#[N:14].CI.Cl>CCCCCC.C1COCC1>[C:13]([C:15]1[CH:23]=[C:22]2[C:18]([CH2:19][C:20]([CH2:25][CH2:26][CH2:27][CH2:28][CH2:29][CH2:30][CH2:31][CH3:32])([CH3:1])[C:21]2=[O:24])=[CH:17][CH:16]=1)#[N:14]. Reported procedure: In a 2 liter-reaction vessel, 1.6 g (1.15×10-1M) of diisopropylamine and 450 ml of dry THF were placed and cooled to -10 ° C. Under stirring, 72.8 ml (1.5 M) of a solution of n-butyllithium in hexane was added dropwise to the above mixture in 10 minutes and cooled to -70° C. A solution of 28.0g (1.04×10-1M) of 6-cyano-2-octyl-indanone in 150 ml of dry THF was then added dropwise in 30 minutes, followed by stirring for 2 hours while the reaction temperature was gradually restored to room temperat... Starting materials: C(#N)C1=CC(=C(C=C1)NC(=O)C1C(C2(C(N1)CC(C)(C)C)C(NC1=CC(=CC(=C12)F)Cl)=O)C1=C(C(=CC=C1)Cl)F)OC (rac-(2′S,3′R,4′S,5′R)-6-chloro-4′-(3-chloro-2-fluoro-phenyl)-2′-(2,2-dimethyl-propyl)-4-fluoro-2-oxo-1,2-dihydro-spiro[indole-3,3′-pyrrolidine]-5′-carboxylic acid (4-cyano-2-methoxy-phenyl)-amide), OO (H2O2), [OH-].[Na+] (NaOH). The solvent is CS(=O)C (DMSO). Conditions: temperature 0 celsius, time 1 hour. Product: C(N)(=O)C1=CC(=C(C=C1)NC(=O)C1C(C2(C(N1)CC(C)(C)C)C(NC1=CC(=CC(=C12)F)Cl)=O)C1=C(C(=CC=C1)Cl)F)OC (rac-(2′S,3′R,4′S,5′R)-6-chloro-4′-(3-chloro-2-fluoro-phenyl)-2′-(2,2-dimethyl-propyl)-4-fluoro-2-oxo-1,2-dihydro-spiro[indole-3,3′-pyrrolidine]-5′-carboxylic acid (4-carbamoyl-2-methoxy-phenyl)-amide). The yield is 64.6%. As a reaction SMILES: [C:1]([C:3]1[CH:8]=[CH:7][C:6]([NH:9][C:10]([CH:12]2[NH:16][CH:15]([CH2:17][C:18]([CH3:21])([CH3:20])[CH3:19])[C:14]3([C:29]4[C:24](=[CH:25][C:26]([Cl:31])=[CH:27][C:28]=4[F:30])[NH:23][C:22]3=[O:32])[CH:13]2[C:33]2[CH:38]=[CH:37][CH:36]=[C:35]([Cl:39])[C:34]=2[F:40])=[O:11])=[C:5]([O:41][CH3:42])[CH:4]=1)#[N:2].[OH:43]O.[OH-].[Na+]>CS(C)=O>[C:1]([C:3]1[CH:8]=[CH:7][C:6]([NH:9][C:10]([CH:12]2[NH:16][CH:15]([CH2:17][C:18]([CH3:21])([CH3:20])[CH3:19])[C:14]3([C:29]4[C:24](=[CH:25][C:26]([Cl:31])=[CH:27][C:28]=4[F:30])[NH:23][C:22]3=[O:32])[CH:13]2[C:33]2[CH:38]=[CH:37][CH:36]=[C:35]([Cl:39])[C:34]=2[F:40])=[O:11])=[C:5]([O:41][CH3:42])[CH:4]=1)(=[O:43])[NH2:2] |f:2.3|. Reported procedure: To the solution of rac-(2′S,3′R,4′S,5′R)-6-chloro-4′-(3-chloro-2-fluoro-phenyl)-2′-(2,2-dimethyl-propyl)-4-fluoro-2-oxo-1,2-dihydro-spiro[indole-3,3′-pyrrolidine]-5′-carboxylic acid (4-cyano-2-methoxy-phenyl)-amide (0.3 g, 0.49 mmol) prepared in Example 75 in DMSO (15 mL) at 0° C. was added an aqueous solution (30% Aldrich) of H2O2 (1.1 g, 9.7 mmol), then aqueous solution (1N) of NaOH (4.9 mL, 4.9 mmol) was added dropwise. The reaction mixture was stirred at 0° C. for 1 h. The mixture was partit... The reactants are Cn1ccc(Nc2cnc3ccc(Br)cc3n2)n1, O=C([O-])[O-], C1COCCO1, CC1(C)OB(c2cncc(NS(=O)(=O)c3ccccc3)c2)OC1(C)C, [K+], [K+]. The product is Cn1ccc(Nc2cnc3ccc(-c4cncc(NS(=O)(=O)c5ccccc5)c4)cc3n2)n1. RXN SMILES: [Br:1][c:2]1[cH:3][cH:4][c:5]2[n:6][cH:7][c:8]([NH:12][c:13]3[n:14][n:15]([CH3:18])[cH:16][cH:17]3)[n:9][c:10]2[cH:11]1.[C:44](=[O:45])([O-:46])[O-:47].[CH2:50]1[O:51][CH2:52][CH2:53][O:54][CH2:55]1.[CH3:19][C:20]1([CH3:21])[C:22]([CH3:23])([CH3:24])[O:25][B:26]([c:27]2[cH:28][c:29]([NH:33][S:34](=[O:35])(=[O:36])[c:37]3[cH:38][cH:39][cH:40][cH:41][cH:42]3)[cH:30][n:31][cH:32]2)[O:43]1.[K+:48].[K+:49]>>[c:2]1(-[c:27]2[cH:28][c:29]([NH:33][S:34](=[O:35])(=[O:36])[c:37]3[cH:38][cH:39][cH:40][cH:41][cH:42]3)[cH:30][n:31][cH:32]2)[cH:3][cH:4][c:5]2[n:6][cH:7][c:8]([NH:12][c:13]3[n:14][n:15]([CH3:18])[cH:16][cH:17]3)[n:9][c:10]2[cH:11]1.